Task: describe an organic reaction: reactants, conditions, products, and yield. Dataset: the Open Reaction Database (ORD), a public repository of structured organic reaction records Starting materials: C1(=CC=CC=C1)C(N1C=NC(=C1)C=1C=CC=2N(C1)C=C(N2)C(=O)NC2=CC=CC=C2)(C2=CC=CC=C2)C2=CC=CC=C2 (6-(1-triphenylmethyl-1H-imidazol-4-yl)-N-phenyl-imidazo[1,2-a]pyridine-2-carboxamide), ClCCl (dichloromethane). The solvent is Cl (hydrochloric acid), CO (methanol). Conditions: temperature 70 celsius, time 60 hour. The product is Cl.N1C=NC(=C1)C=1C=CC=2N(C1)C=C(N2)C(=O)NC2=CC=CC=C2 (6-(1H-imidazol-4-yl)-N-phenylimidazo[1,2-a]pyridine-2-carboxamide hydrochloride). Reaction SMILES: C1(C(C2C=CC=CC=2)(C2C=CC=CC=2)[N:8]2[CH:12]=[C:11]([C:13]3[CH:14]=[CH:15][C:16]4[N:17]([CH:19]=[C:20]([C:22]([NH:24][C:25]5[CH:30]=[CH:29][CH:28]=[CH:27][CH:26]=5)=[O:23])[N:21]=4)[CH:18]=3)[N:10]=[CH:9]2)C=CC=CC=1.[Cl:43]CCl>Cl.CO>[ClH:43].[NH:8]1[CH:12]=[C:11]([C:13]2[CH:14]=[CH:15][C:16]3[N:17]([CH:19]=[C:20]([C:22]([NH:24][C:25]4[CH:26]=[CH:27][CH:28]=[CH:29][CH:30]=4)=[O:23])[N:21]=3)[CH:18]=2)[N:10]=[CH:9]1 |f:4.5|. Procedure: A suspension of 270 mg of 6-(1-triphenylmethyl-1H-imidazol-4-yl)-N-phenyl-imidazo[1,2-a]pyridine-2-carboxamide in 4 mL of 2N hydrochloric acid is heated for 30 minutes at 70° C. and then diluted with 2 mL of methanol, heated for 45 minutes at reflux, diluted again by addition of 2 mL of dichloromethane and heated for a further 2 hours at reflux. The reaction mixture is stirred for 60 hours at room temperature. The precipitate is filtered off by suction, washed with methanol, water and then penta... The reactants are CCCCCn1c(N2CCCN(C(=O)OC(C)(C)C)CC2)nc2ccccc21, CCO, CCOCC, I, N. Product: I, CCCCCn1c(N2CCCNCC2)nc2ccccc21. As a reaction SMILES: [C:2]([O:3][C:4](=[O:5])[N:9]1[CH2:10][CH2:11][N:12]([c:16]2[n:17][c:18]3[c:19]([n:20]2[CH2:21][CH2:22][CH2:23][CH2:24][CH3:25])[cH:26][cH:27][cH:28][cH:29]3)[CH2:13][CH2:14][CH2:15]1)([CH3:6])([CH3:7])[CH3:8].[CH3:30][CH2:31][OH:32].[CH3:34][CH2:35][O:36][CH2:37][CH3:38].[IH:33].[NH3:1]>>[IH:33].[NH:9]1[CH2:10][CH2:11][N:12]([c:16]2[n:17][c:18]3[c:19]([n:20]2[CH2:21][CH2:22][CH2:23][CH2:24][CH3:25])[cH:26][cH:27][cH:28][cH:29]3)[CH2:13][CH2:14][CH2:15]1. Starting materials: Cl (hydrochloric acid), ON1N=CC=C1 (1-hydroxypyrazole), C([O-])([O-])=O.[K+].[K+] (potassium carbonate), C(=O)=O (Carbon dioxide). Run in O (water). Conditions: time 20 hour. Product: ON1N=CC(=C1)C(=O)O (1-hydroxypyrazole-4-carboxylic acid). The yield is 45.0%. Reaction SMILES: [OH:1][N:2]1[CH:6]=[CH:5][CH:4]=[N:3]1.[C:7](=O)([O-:9])[O-:8].[K+].[K+].C(=O)=O.Cl>O>[OH:1][N:2]1[CH:6]=[C:5]([C:7]([OH:9])=[O:8])[CH:4]=[N:3]1 |f:1.2.3|. Reported procedure: 1 part of 1-hydroxypyrazole is mixed thoroughly with 4 parts of potassium carbonate, and the mixture is introduced into an autoclave. Carbon dioxide is forced in at room temperature until the pressure reaches 50 bar, after which heating is carried out for 20 hours at 150° C. The reactor content is then dissolved in water, the solution is acidified with hydrochloric acid, which precipitates the 1-hydroxypyrazole-4-carboxylic acid, and the latter is filtered off and recrystallized from water. 0.68...